Dataset: the Open Reaction Database (ORD), a public repository of structured organic reaction records. Task: describe an organic reaction: reactants, conditions, products, and yield Reactants: CC=1N(C=CN1)C1=CC=C(C=C1)NC(CC1=CC=C(C=C1)OCCCCCCCCCCCCCC)=O (N-[4-(2-methyl-1H-imidazol-1-yl)phenyl]-4-(tetradecyloxy)benzeneacetamide), Cl (hydrogen chloride). Run in CCOCC (ether), O1CCCC1 (tetrahydrofuran). Product: Cl.CC=1N(C=CN1)C1=CC=C(C=C1)NC(CC1=CC=C(C=C1)OCCCCCCCCCCCCCC)=O (N-[4-(2-Methyl-1H-imidazol-1-yl]phenyl]-4-(tetradecyloxy)benzeneacetamide monohydrochloride). RXN SMILES: [CH3:1][C:2]1[N:3]([C:7]2[CH:12]=[CH:11][C:10]([NH:13][C:14](=[O:37])[CH2:15][C:16]3[CH:21]=[CH:20][C:19]([O:22][CH2:23][CH2:24][CH2:25][CH2:26][CH2:27][CH2:28][CH2:29][CH2:30][CH2:31][CH2:32][CH2:33][CH2:34][CH2:35][CH3:36])=[CH:18][CH:17]=3)=[CH:9][CH:8]=2)[CH:4]=[CH:5][N:6]=1.[ClH:38]>O1CCCC1.CCOCC>[ClH:38].[CH3:1][C:2]1[N:3]([C:7]2[CH:8]=[CH:9][C:10]([NH:13][C:14](=[O:37])[CH2:15][C:16]3[CH:17]=[CH:18][C:19]([O:22][CH2:23][CH2:24][CH2:25][CH2:26][CH2:27][CH2:28][CH2:29][CH2:30][CH2:31][CH2:32][CH2:33][CH2:34][CH2:35][CH3:36])=[CH:20][CH:21]=3)=[CH:11][CH:12]=2)[CH:4]=[CH:5][N:6]=1 |f:4.5|. Procedure: A solution of 500 mg of N-[4-(2-methyl-1H-imidazol-1-yl)phenyl]-4-(tetradecyloxy)benzeneacetamide in 7 ml of tetrahydrofuran and 70 ml of ether is saturated with hydrogen chloride. The solid is collected by centrifugation, washed three times with ether and vacuum dried to give 0.5 g of the desired product as a white solid, m.p. 207°-211° C. Starting materials: CC(=O)Nc1ccc(C(=O)Cl)cc1, CCOC(C)=O, CC#N, c1ccncc1, Nc1ccc(-c2nc3ccccc3o2)cc1N. Yields the product CC(=O)Nc1ccc(C(=O)Nc2cc(-c3nc4ccccc4o3)ccc2N)cc1. As a reaction SMILES: [C:18]([CH3:19])(=[O:20])[NH:21][c:22]1[cH:23][cH:24][c:25]([C:26](=[O:27])[Cl:28])[cH:29][cH:30]1.[CH3:31][CH2:32][O:33][C:34]([CH3:35])=[O:36].[CH3:37][C:38]#[N:39].[cH:40]1[cH:41][cH:42][n:43][cH:44][cH:45]1.[o:1]1[c:2](-[c:10]2[cH:11][c:12]([NH2:17])[c:13]([NH2:16])[cH:14][cH:15]2)[n:3][c:4]2[c:5]1[cH:6][cH:7][cH:8][cH:9]2>>[o:1]1[c:2](-[c:10]2[cH:11][c:12]([NH:17][C:26]([c:25]3[cH:24][cH:23][c:22]([NH:21][C:18]([CH3:19])=[O:20])[cH:30][cH:29]3)=[O:27])[c:13]([NH2:16])[cH:14][cH:15]2)[n:3][c:4]2[c:5]1[cH:6][cH:7][cH:8][cH:9]2. Starting materials: CCOC(=O)C (EtOAc), ClC=1C=CC=2N(N1)C(=CN2)C(=O)C2=CC1=CN(N=C1C=C2)COCC[Si](C)(C)C ((6-Chloro-imidazo[1,2-b]pyridazin-3-yl)-[2-(2-trimethylsilanyl-ethoxymethyl)-2H-indazol-5-yl]-methanone), C[Mg]Br (methylmagnesium bromide). Solvent: C1CCOC1 (THF), CCOCC (Et2O). Conditions: time 30 minute. Yields the product ClC=1C=CC=2N(N1)C(=CN2)C(C)(O)C2=CC1=CN(N=C1C=C2)COCC[Si](C)(C)C ((rac)-1-(6-Chloro-imidazo[1,2-b]pyridazin-3-yl)-1-[2-(2-trimethylsilanyl-ethoxymethyl)-2H-indazol-5-yl]-ethanol). RXN SMILES: [Cl:1][C:2]1[CH:3]=[CH:4][C:5]2[N:6]([C:8]([C:11]([C:13]3[CH:21]=[CH:20][C:19]4[C:15](=[CH:16][N:17]([CH2:22][O:23][CH2:24][CH2:25][Si:26]([CH3:29])([CH3:28])[CH3:27])[N:18]=4)[CH:14]=3)=[O:12])=[CH:9][N:10]=2)[N:7]=1.[CH3:30][Mg]Br.CCOC(C)=O>C1COCC1.CCOCC>[Cl:1][C:2]1[CH:3]=[CH:4][C:5]2[N:6]([C:8]([C:11]([C:13]3[CH:21]=[CH:20][C:19]4[C:15](=[CH:16][N:17]([CH2:22][O:23][CH2:24][CH2:25][Si:26]([CH3:29])([CH3:28])[CH3:27])[N:18]=4)[CH:14]=3)([OH:12])[CH3:30])=[CH:9][N:10]=2)[N:7]=1. Procedure: To a solution of (6-Chloro-imidazo[1,2-b]pyridazin-3-yl)-[2-(2-trimethylsilanyl-ethoxymethyl)-2H-indazol-5-yl]-methanone (Stage 195.3, 539 mg, 1.259 mmol) in THF (50 mL) was added dropwise at rt a solution of methylmagnesium bromide in Et2O (3 M, 0.462 mL). After 30 min stirring, the RM was taken into EtOAc and washed with a 10% NaHCO3 solution and then with brine. The organic layer was dried over Na2SO4 and the solvent was evaporated. The residue was purified by flash chromatography (CombiFlash... Reagents/catalysts: [Pd] (palladium black). Conditions: time 18 hour. The solvent is C(C)(=O)O (acetic acid). Reported procedure: 4-O-Benzyl-N-benzyloxycarbonyl-1,5-imino-1,2,5-trideoxy-D-arabino-hexitol (25) (325 mg, 0.877 mmol) was dissolved in acetic acid (8 ml) and stirred under hydrogen at atmospheric pressure with palladium black (100 mg). After 18 hours, the solution was filtered and evaporated. Subsequent purification by flash chromatography (CMAW) and ion exchange gave 1,5-imino-1,2,5-trideoxy-D-arabino-hexitol as the hydrochloride salt (158 mg, 98%) a white crystalline solid, m.p. (methanol-ether) 173°-175° C., [... As a reaction SMILES: C([O:8][C@@H:9]1[C@@H:14]([CH2:15][OH:16])[N:13](C(OCC2C=CC=CC=2)=O)[CH2:12][CH2:11][C@H:10]1[OH:27])C1C=CC=CC=1>C(O)(=O)C.[Pd]>[NH:13]1[C@H:14]([CH2:15][OH:16])[C@@H:9]([OH:8])[C@H:10]([OH:27])[CH2:11][CH2:12]1. The product is N1CC[C@@H](O)[C@H](O)[C@H]1CO (1,5-imino-1,2,5-trideoxy-D-arabino-hexitol), hydrochloride salt. Starting materials: C(C1=CC=CC=C1)O[C@H]1[C@@H](CCN([C@@H]1CO)C(=O)OCC1=CC=CC=C1)O (4-O-Benzyl-N-benzyloxycarbonyl-1,5-imino-1,2,5-trideoxy-D-arabino-hexitol). Isolated yield 98.0%. Reactants: ClCCl, O=C(Cn1ccc(OCc2ccc(F)cc2)cc1=O)c1ccc(CO)cc1, O, O=S(Cl)Cl, c1ccncc1. The product is O=C(Cn1ccc(OCc2ccc(F)cc2)cc1=O)c1ccc(CCl)cc1. As a reaction SMILES: [Cl:38][CH2:39][Cl:40].[F:1][c:2]1[cH:3][cH:4][c:5]([CH2:6][O:7][c:8]2[cH:9][c:10](=[O:25])[n:11]([CH2:14][C:15](=[O:16])[c:17]3[cH:18][cH:19][c:20]([CH2:23][OH:24])[cH:21][cH:22]3)[cH:12][cH:13]2)[cH:26][cH:27]1.[OH2:41].[S:34]([Cl:35])([Cl:36])=[O:37].[cH:28]1[cH:29][cH:30][n:31][cH:32][cH:33]1>>[F:1][c:2]1[cH:3][cH:4][c:5]([CH2:6][O:7][c:8]2[cH:9][c:10](=[O:25])[n:11]([CH2:14][C:15](=[O:16])[c:17]3[cH:18][cH:19][c:20]([CH2:23][Cl:36])[cH:21][cH:22]3)[cH:12][cH:13]2)[cH:26][cH:27]1. Starting materials: N1C(COCC1)=O (Morpholin-3-one), [H-].[Na+] (NaH), C(C)(C)(C)OC(=O)N1[C@@H](CN([C@H](C1)CCl)CC1=CC=CC=C1)C ((2R,5R)-4-benzyl-5-chloromethyl-2-methyl-piperazine-1-carboxylic acid tert-butyl ester). Run in CN(C)C=O (DMF), CN(C)C=O (DMF). Run at time 30 minute. The product is C(C)(C)(C)OC(=O)N1[C@@H](CN([C@H](C1)CN1C(COCC1)=O)CC1=CC=CC=C1)C ((2R,5S)-4-Benzyl-2-methyl-5-(3-oxo-morpholin-4-ylmethyl)-piperazine-1-carboxylic acid tert-butyl ester). The yield is 73.9%. Reaction SMILES: [NH:1]1[CH2:6][CH2:5][O:4][CH2:3][C:2]1=[O:7].[H-].[Na+].[C:10]([O:14][C:15]([N:17]1[CH2:22][C@H:21]([CH2:23]Cl)[N:20]([CH2:25][C:26]2[CH:31]=[CH:30][CH:29]=[CH:28][CH:27]=2)[CH2:19][C@H:18]1[CH3:32])=[O:16])([CH3:13])([CH3:12])[CH3:11]>CN(C=O)C>[C:10]([O:14][C:15]([N:17]1[CH2:22][C@H:21]([CH2:23][N:1]2[CH2:6][CH2:5][O:4][CH2:3][C:2]2=[O:7])[N:20]([CH2:25][C:26]2[CH:27]=[CH:28][CH:29]=[CH:30][CH:31]=2)[CH2:19][C@H:18]1[CH3:32])=[O:16])([CH3:11])([CH3:12])[CH3:13] |f:1.2|. Procedure details: Morpholin-3-one (896 mg, 8.87 mmol) was added to a slurry of NaH (60% in mineral oil, 355 mg, 8.87 mmol) in DMF (10 mL) under N2. The suspension was stirred for 30 minutes at room temperature and then a solution of (2R,5R)-4-benzyl-5-chloromethyl-2-methyl-piperazine-1-carboxylic acid tert-butyl ester (2.0 g, 5.9 mmol) in DMF (10 mL) was slowly added. The resulting mixture was stirred at 65° C. for 2 h. The reaction was cooled to room temperature and partitioned between EtOAc and saturated aqueou... Starting materials: C(C)N1N=C(C=C1)NC(C1=CC(=CC(=C1)O[C@H](COC)C)O)=O (N-(1-ethyl-1H-pyrazol-3-yl)-3-hydroxy-5-{[(1S)-1-methyl-2-(methyloxy)ethyl]oxy}benzamide), N1(CCC1)C(=O)C1=NC=C(C=C1)Br (2-(azetidin-1-ylcarbonyl)-5-bromopyridine). The product is N1(CCC1)C(=O)C1=CC=C(C=N1)OC=1C=C(C(=O)NC2=NN(C=C2)CC)C=C(C1)O[C@H](COC)C (3-{[6-(Azetidin-1-ylcarbonyl)pyridin-3-yl]oxy}-N-(1-ethyl-1H-pyrazol-3-yl)-5-{[(1S)-1-methyl-2-(methyloxy)ethyl]oxy}benzamide). RXN SMILES: [CH2:1]([N:3]1[CH:7]=[CH:6][C:5]([NH:8][C:9](=[O:23])[C:10]2[CH:15]=[C:14]([O:16][C@@H:17]([CH3:21])[CH2:18][O:19][CH3:20])[CH:13]=[C:12]([OH:22])[CH:11]=2)=[N:4]1)[CH3:2].[N:24]1([C:28]([C:30]2[CH:35]=[CH:34][C:33](Br)=[CH:32][N:31]=2)=[O:29])[CH2:27][CH2:26][CH2:25]1>>[N:24]1([C:28]([C:30]2[N:31]=[CH:32][C:33]([O:22][C:12]3[CH:11]=[C:10]([CH:15]=[C:14]([O:16][C@@H:17]([CH3:21])[CH2:18][O:19][CH3:20])[CH:13]=3)[C:9]([NH:8][C:5]3[CH:6]=[CH:7][N:3]([CH2:1][CH3:2])[N:4]=3)=[O:23])=[CH:34][CH:35]=2)=[O:29])[CH2:27][CH2:26][CH2:25]1. Reported procedure: The preparation of N-(1-ethyl-1H-pyrazol-3-yl)-3-hydroxy-5-{[(1S)-1-methyl-2-(methyloxy)ethyl]oxy}benzamide and 2-(azetidin-1-ylcarbonyl)-5-bromopyridine was described earlier. Starting materials: CCCC12CCC3C4CCCC=C4CCC3C1CCC2O, CC(C)=O, O=[Cr](=O)(O)O. The product is CCCC12CCC3C4CCCC=C4CCC3C1CCC2=O. RXN SMILES: [CH2:6]([CH2:7][CH3:8])[C:9]12[CH:10]([OH:26])[CH2:11][CH2:12][CH:13]1[CH:14]1[CH:15]([CH2:16][CH2:17]2)[CH:18]2[CH2:19][CH2:20][CH2:21][CH:22]=[C:23]2[CH2:24][CH2:25]1.[CH3:27][C:28](=[O:29])[CH3:30].[Cr:1]([OH:2])([OH:3])(=[O:4])=[O:5]>>[CH2:6]([CH2:7][CH3:8])[C:9]12[C:10](=[O:26])[CH2:11][CH2:12][CH:13]1[CH:14]1[CH:15]([CH2:16][CH2:17]2)[CH:18]2[CH2:19][CH2:20][CH2:21][CH:22]=[C:23]2[CH2:24][CH2:25]1. The reactants are CC(C)(C)OC(=O)NCCN, CC(=O)O[BH-](OC(C)=O)OC(C)=O, CC(=O)O, CN(C(=O)NCc1cccc(F)c1Cl)C(CCC=O)COC(=O)Nc1cc2ccccc2cn1, [Na+]. Yields the product CN(C(=O)NCc1cccc(F)c1Cl)C(CCCNCCNC(=O)OC(C)(C)C)COC(=O)Nc1cc2ccccc2cn1. RXN SMILES: [C:35]([CH3:36])([CH3:37])([CH3:38])[O:39][C:40]([NH:41][CH2:42][CH2:43][NH2:44])=[O:45].[C:46]([O:47][BH-:48]([O:49][C:50](=[O:51])[CH3:52])[O:53][C:54](=[O:55])[CH3:56])(=[O:57])[CH3:58].[C:60]([OH:61])(=[O:62])[CH3:63].[Cl:1][c:2]1[c:3]([CH2:4][NH:5][C:6]([N:7]([CH3:8])[CH:9]([CH2:10][O:11][C:12]([NH:13][c:14]2[n:15][cH:16][c:17]3[cH:18][cH:19][cH:20][cH:21][c:22]3[cH:23]2)=[O:24])[CH2:25][CH2:26][CH:27]=[O:28])=[O:29])[cH:30][cH:31][cH:32][c:33]1[F:34].[Na+:59]>>[Cl:1][c:2]1[c:3]([CH2:4][NH:5][C:6]([N:7]([CH3:8])[CH:9]([CH2:10][O:11][C:12]([NH:13][c:14]2[n:15][cH:16][c:17]3[cH:18][cH:19][cH:20][cH:21][c:22]3[cH:23]2)=[O:24])[CH2:25][CH2:26][CH2:27][NH:44][CH2:43][CH2:42][NH:41][C:40]([O:39][C:35]([CH3:36])([CH3:37])[CH3:38])=[O:45])=[O:29])[cH:30][cH:31][cH:32][c:33]1[F:34]. Product: FC1=C(C(=CC(=C1)C(C)(C)O)F)C1=CC(=C(S1)NC1=NC(=CC=C1)CCOC)C(=O)N (5-[2,6-Difluoro-4-(1-hydroxy-1-methylethyl)phenyl]-2-{[6-(2-methoxyethyl)pyridin-2-yl]amino}thiophene-3-carboxamide). As a reaction SMILES: Br[C:2]1[CH:7]=[CH:6][CH:5]=[C:4]([CH2:8][CH2:9][O:10][CH3:11])[N:3]=1.[NH2:12][C:13]1[S:14][C:15]([C:21]2[C:26]([F:27])=[CH:25][C:24]([C:28]([OH:31])([CH3:30])[CH3:29])=[CH:23][C:22]=2[F:32])=[CH:16][C:17]=1[C:18]([NH2:20])=[O:19]>>[F:32][C:22]1[CH:23]=[C:24]([C:28]([OH:31])([CH3:30])[CH3:29])[CH:25]=[C:26]([F:27])[C:21]=1[C:15]1[S:14][C:13]([NH:12][C:2]2[CH:7]=[CH:6][CH:5]=[C:4]([CH2:8][CH2:9][O:10][CH3:11])[N:3]=2)=[C:17]([C:18]([NH2:20])=[O:19])[CH:16]=1. The reactants are BrC1=NC(=CC=C1)CCOC (2-bromo-6-(2-methoxyethyl)pyridine), NC=1SC(=CC1C(=O)N)C1=C(C=C(C=C1F)C(C)(C)O)F (2-amino-5-[2,6-difluoro-4-(1-hydroxy-1-methylethyl)phenyl]thiophene-3-carboxamide). Procedure details: The title compound was prepared according to the general procedure in Example 1 using 2-bromo-6-(2-methoxyethyl)pyridine (42 mg, 0.19 mmol) and 2-amino-5-[2,6-difluoro-4-(1-hydroxy-1-methylethyl)phenyl]thiophene-3-carboxamide (60 mg, 0.19 mmol) as the starting materials.